From a dataset of the Open Reaction Database (ORD), a public repository of structured organic reaction records. describe an organic reaction: reactants, conditions, products, and yield Starting materials: FC1=C2CCNN3C2=C(C=C1F)C(C(=C3)C(=O)OCC)=O (Ethyl 4,5-Difluoro-2,3-dihydro-7-oxo-1H,7H-pyrido[3,2,1-ij]cinnoline-8-carboxylate), C=O (formalin). Solvent: C(C)(=O)O (acetic acid). Yields the product FC1=C2CCN(N3C2=C(C=C1F)C(C(=C3)C(=O)OCC)=O)CO (Ethyl 4,5-Difluoro-1-hydroxymethyl-2,3-dihydro-7-oxo -1H,7H-pyrido[3,2,1-ij]cinnoline-8-carboxylate). Reaction SMILES: [F:1][C:2]1[C:11]([F:12])=[CH:10][C:9]2[C:13](=[O:21])[C:14]([C:16]([O:18][CH2:19][CH3:20])=[O:17])=[CH:15][N:7]3[C:8]=2[C:3]=1[CH2:4][CH2:5][NH:6]3.[CH2:22]=[O:23]>C(O)(=O)C>[F:1][C:2]1[C:11]([F:12])=[CH:10][C:9]2[C:13](=[O:21])[C:14]([C:16]([O:18][CH2:19][CH3:20])=[O:17])=[CH:15][N:7]3[C:8]=2[C:3]=1[CH2:4][CH2:5][N:6]3[CH2:22][OH:23]. Reported procedure: 100 mg of the compound (5) obtained in Example 1 was dissolved in 3 ml of acetic acid, and while stirring, 1.5 ml of formalin was added to the solution. The solution was stirred for 30 minutes, and the deposited solid matter was filtered off and washed with ether to obtain 64 mg of the subject compound (177). The reactants are CCC(CC)n1c(O)nc2ncc(Br)nc21, CC=CB(O)O. The product is CC=Cc1cnc2nc(O)n(C(CC)CC)c2n1. Reaction SMILES: [Br:1][c:2]1[cH:3][n:4][c:5]2[c:6]([n:7]1)[n:8]([CH:12]([CH2:13][CH3:14])[CH2:15][CH3:16])[c:9]([OH:11])[n:10]2.[CH:17](=[CH:18][CH3:19])[B:20]([OH:21])[OH:22]>>[c:2]1([CH:17]=[CH:18][CH3:19])[cH:3][n:4][c:5]2[c:6]([n:7]1)[n:8]([CH:12]([CH2:13][CH3:14])[CH2:15][CH3:16])[c:9]([OH:11])[n:10]2.